From a dataset of the Open Reaction Database (ORD), a public repository of structured organic reaction records. describe an organic reaction: reactants, conditions, products, and yield Reactants: ClCCl, Fc1ccc(C2=NNCC2c2ccc(F)cc2)cc1, O=C=Nc1ccc(OC(F)F)cc1. Yields the product O=C(Nc1ccc(OC(F)F)cc1)N1CC(c2ccc(F)cc2)C(c2ccc(F)cc2)=N1. RXN SMILES: [Cl:33][CH2:34][Cl:35].[F:1][c:2]1[cH:3][cH:4][c:5]([C:8]2=[N:9][NH:10][CH2:11][CH:12]2[c:13]2[cH:14][cH:15][c:16]([F:19])[cH:17][cH:18]2)[cH:6][cH:7]1.[F:20][CH:21]([O:22][c:23]1[cH:24][cH:25][c:26]([N:29]=[C:30]=[O:31])[cH:27][cH:28]1)[F:32]>>[F:1][c:2]1[cH:3][cH:4][c:5]([C:8]2=[N:9][N:10]([C:30]([NH:29][c:26]3[cH:25][cH:24][c:23]([O:22][CH:21]([F:20])[F:32])[cH:28][cH:27]3)=[O:31])[CH2:11][CH:12]2[c:13]2[cH:14][cH:15][c:16]([F:19])[cH:17][cH:18]2)[cH:6][cH:7]1. Reactants: CC(C)(C)[Si](O[C@H]1[C@@H](O[C@@H]([C@H]1O[Si](C)(C)C(C)(C)C)CO[Si](C)(C)C(C)(C)C)N1C(=O)NC(=O)C=C1)(C)C (2',3',5'-tris-O-((1,1-dimethylethyl)dimethylsilyl)uridine), C1(=CC=CC=C1)C1=CC=C(C=C1)C(=O)Cl ((4-phenyl)phenylcarbonyl chloride). Product: C1(=CC=CC=C1)C1=CC=C(C=C1)C(=O)C=1C(NC(N([C@H]2[C@H](O[Si](C)(C)C(C)(C)C)[C@H](O[Si](C)(C)C(C)(C)C)[C@@H](CO[Si](C)(C)C(C)(C)C)O2)C1)=O)=O (5-((4-Phenyl)phenylcarbonyl)-2',3',5'-tris-O-((1,1-dimethylethyl)dimethylsilyl)uridine). Reaction SMILES: [CH3:1][C:2]([Si:5]([CH3:38])([CH3:37])[O:6][C@@H:7]1[C@H:11]([O:12][Si:13]([C:16]([CH3:19])([CH3:18])[CH3:17])([CH3:15])[CH3:14])[C@@H:10]([CH2:20][O:21][Si:22]([C:25]([CH3:28])([CH3:27])[CH3:26])([CH3:24])[CH3:23])[O:9][C@H:8]1[N:29]1[CH:36]=[CH:35][C:33](=[O:34])[NH:32][C:30]1=[O:31])([CH3:4])[CH3:3].[C:39]1([C:45]2[CH:50]=[CH:49][C:48]([C:51](Cl)=[O:52])=[CH:47][CH:46]=2)[CH:44]=[CH:43][CH:42]=[CH:41][CH:40]=1>>[C:39]1([C:45]2[CH:50]=[CH:49][C:48]([C:51]([C:35]3[C:33](=[O:34])[NH:32][C:30](=[O:31])[N:29]([CH:36]=3)[C@@H:8]3[O:9][C@H:10]([CH2:20][O:21][Si:22]([C:25]([CH3:26])([CH3:27])[CH3:28])([CH3:23])[CH3:24])[C@@H:11]([O:12][Si:13]([C:16]([CH3:17])([CH3:18])[CH3:19])([CH3:14])[CH3:15])[C@H:7]3[O:6][Si:5]([C:2]([CH3:1])([CH3:3])[CH3:4])([CH3:38])[CH3:37])=[O:52])=[CH:47][CH:46]=2)[CH:44]=[CH:43][CH:42]=[CH:41][CH:40]=1. Procedure details: 5-((4-Phenyl)phenylcarbonyl)-2',3',5'-tris-O-((1,1-dimethylethyl)dimethylsilyl)uridine was prepared from 2',3',5'-tris-O-((1,1-dimethylethyl)dimethylsilyl)uridine according to the method of Example 1 step (i) (using (4-phenyl)phenylcarbonyl chloride instead of benzophenone) as a colourless foam. Starting materials: NC1=C(C(=O)O)C=C(C=C1)C (2-amino-5-methylbenzoic acid), 1,1-carbonyldiimidazole, O1CCCC1 (tetrahydrofuran), N (ammonia). Solvent: O (water). Run at time 2 hour. Product: NC1=C(C(=O)N)C=C(C=C1)C (2-amino-5-methylbenzamide). As a reaction SMILES: [NH2:1][C:2]1[CH:10]=[CH:9][C:8]([CH3:11])=[CH:7][C:3]=1[C:4](O)=[O:5].O1CCCC1.[NH3:17]>O>[NH2:1][C:2]1[CH:10]=[CH:9][C:8]([CH3:11])=[CH:7][C:3]=1[C:4]([NH2:17])=[O:5]. Procedure details: A mixture of 15 g of 2-amino-5-methylbenzoic acid, 16 g of 1,1-carbonyldiimidazole and 500 ml of tetrahydrofuran was stirred for 2 hours at room temperature and then saturated with anhydrous ammonia with ice bath cooling. After 24 hours, 50 ml of water was added and the mixture was concentrated under reduced pressure to a solid residue. This solid Was partially dissolved in 500 ml of dichloromethane and then washed with 200 ml of 0.1 N sodium hydroxide and 200 ml of water. The dichloromethane so... Reaction SMILES: [N:1]([CH2:4][CH:5]1[O:9][N:8]=[C:7]([C:10]2[CH:15]=[CH:14][C:13]([Br:16])=[CH:12][N:11]=2)[CH2:6]1)=[N+]=[N-].[C:17]([OH:20])(=S)[CH3:18]>>[Br:16][C:13]1[CH:14]=[CH:15][C:10]([C:7]2[CH2:6][CH:5]([CH2:4][NH:1][C:17](=[O:20])[CH3:18])[O:9][N:8]=2)=[N:11][CH:12]=1. Starting materials: N(=[N+]=[N-])CC1CC(=NO1)C1=NC=C(C=C1)Br (5-Azidomethyl-3-(5-bromo-pyridin-2-yl)-4,5-dihydro-isoxazole), C(C)(=S)O (thioacetic acid). Conditions: time 52 hour. Yields the product BrC=1C=CC(=NC1)C1=NOC(C1)CNC(C)=O (N-[3-(5-Bromo-pyridin-2-yl)-4,5-dihydro-isoxazol-5-ylmethyl]-acetamide). Reported procedure: 5-Azidomethyl-3-(5-bromo-pyridin-2-yl)-4,5-dihydro-isoxazole (3 g, 10.6 mmol) and thioacetic acid (10 ml) were combined and stirred for 52 hours. The reaction mixture was concentrated in vacuo and then ethyl acetate (20 ml) was added. The resulting precipitate was filtered and washed with ethyl acetate (2×20 ml) to give the desired product (1.8 g). The reactants are CO, CC(C)c1cc(-c2ccc(C(F)(F)F)cc2)sc1C=CC(=O)c1ccc(N(C)CC(=O)O)cc1, C1CCOC1. Product: CC(C)c1cc(-c2ccc(C(F)(F)F)cc2)sc1CCC(=O)c1ccc(N(C)CC(=O)O)cc1. As a reaction SMILES: [CH3:40][OH:41].[CH:1]([CH3:2])([CH3:3])[c:4]1[c:5]([CH:19]=[CH:20][C:21](=[O:22])[c:23]2[cH:24][cH:25][c:26]([N:29]([CH2:30][C:31](=[O:32])[OH:33])[CH3:34])[cH:27][cH:28]2)[s:6][c:7](-[c:9]2[cH:10][cH:11][c:12]([C:15]([F:16])([F:17])[F:18])[cH:13][cH:14]2)[cH:8]1.[O:35]1[CH2:36][CH2:37][CH2:38][CH2:39]1>>[CH:1]([CH3:2])([CH3:3])[c:4]1[c:5]([CH2:19][CH2:20][C:21](=[O:22])[c:23]2[cH:24][cH:25][c:26]([N:29]([CH2:30][C:31](=[O:32])[OH:33])[CH3:34])[cH:27][cH:28]2)[s:6][c:7](-[c:9]2[cH:10][cH:11][c:12]([C:15]([F:16])([F:17])[F:18])[cH:13][cH:14]2)[cH:8]1. Reactants: [Br-], Br, CCOC(C)=O, O=N[O-], Nc1ccc(C(=O)O)c(O)c1, [Na+], O. The product is O=C(O)c1ccc(Br)cc1O. As a reaction SMILES: [Br-:16].[BrH:24].[CH3:17][CH2:18][O:19][C:20](=[O:21])[CH3:22].[N:12]([O-:13])=[O:14].[NH2:1][c:2]1[cH:3][cH:4][c:5]([C:6]([OH:7])=[O:8])[c:9]([OH:10])[cH:11]1.[Na+:15].[OH2:23]>>[c:2]1([Br:16])[cH:3][cH:4][c:5]([C:6]([OH:7])=[O:8])[c:9]([OH:10])[cH:11]1. The reactants are O=C1CCC(=O)N1Br, O=C(OOC(=O)c1ccccc1)c1ccccc1, ClC(Cl)(Cl)Cl, Cc1nc2cc(Br)ccc2s1. Yields the product BrCc1nc2cc(Br)ccc2s1. As a reaction SMILES: [Br:12][N:13]1[C:14](=[O:15])[CH2:16][CH2:17][C:18]1=[O:19].[C:20]([O:21][O:22][C:23](=[O:24])[c:25]1[cH:26][cH:27][cH:28][cH:29][cH:30]1)(=[O:31])[c:32]1[cH:33][cH:34][cH:35][cH:36][cH:37]1.[C:38]([Cl:39])([Cl:40])([Cl:41])[Cl:42].[CH3:1][c:2]1[s:3][c:4]2[c:5]([n:6]1)[cH:7][c:8]([Br:11])[cH:9][cH:10]2>>[CH2:1]([c:2]1[s:3][c:4]2[c:5]([n:6]1)[cH:7][c:8]([Br:11])[cH:9][cH:10]2)[Br:12].